This data is from the Open Reaction Database (ORD), a public repository of structured organic reaction records. The task is: describe an organic reaction: reactants, conditions, products, and yield The product is CCC(=O)c1cccc2sccc12. As a reaction SMILES: [Br:1][c:2]1[cH:3][cH:4][cH:5][c:6]2[s:7][cH:8][cH:9][c:10]12.[CH3:13][O:14][N:15]([C:16]([CH2:17][CH3:18])=[O:19])[CH3:20].[I:12].[Mg:11].[O:21]1[CH2:22][CH2:23][CH2:24][CH2:25]1>>[c:2]1([C:16]([CH2:17][CH3:18])=[O:19])[cH:3][cH:4][cH:5][c:6]2[s:7][cH:8][cH:9][c:10]12. Starting materials: Brc1cccc2sccc12, CCC(=O)N(C)OC, I, [Mg], C1CCOC1. Reactants: [Al+3], O=C1CCc2ccccc21, C1CCOC1, CCC(C)(CC)OC(=O)OP(C)(=O)[O-], COc1ccc(C2CCNCC2)cc1OC, CO, COc1ccc(C2CCN(C(=O)CC3CCc4ccccc43)CC2)cc1OC, [Cl-], [H-], [H-], [H-], [H-], [Li+], O. The product is COc1ccc(C2CCN(CCC3CCc4ccccc43)CC2)cc1OC. RXN SMILES: [Al+3:2].[C:35]1(=[O:36])[c:37]2[c:38]([cH:39][cH:40][cH:41][cH:42]2)[CH2:43][CH2:44]1.[CH2:76]1[O:77][CH2:78][CH2:79][CH2:80]1.[CH3:45][P:46]([O:47][C:48]([O:49][C:50]([CH2:51][CH3:52])([CH2:53][CH3:54])[CH3:55])=[O:56])(=[O:57])[O-:58].[CH3:60][O:61][c:62]1[cH:63][c:64]([CH:65]2[CH2:66][CH2:67][NH:68][CH2:69][CH2:70]2)[cH:71][cH:72][c:73]1[O:74][CH3:75].[CH3:82][OH:83].[CH:7]1([CH2:16][C:17](=[O:18])[N:19]2[CH2:20][CH2:21][CH:22]([c:25]3[cH:26][c:27]([O:33][CH3:34])[c:28]([O:31][CH3:32])[cH:29][cH:30]3)[CH2:23][CH2:24]2)[CH2:8][CH2:9][c:10]2[cH:11][cH:12][cH:13][cH:14][c:15]21.[Cl-:59].[H-:1].[H-:4].[H-:5].[H-:6].[Li+:3].[OH2:81]>>[CH:7]1([CH2:16][CH2:17][N:19]2[CH2:20][CH2:21][CH:22]([c:25]3[cH:26][c:27]([O:33][CH3:34])[c:28]([O:31][CH3:32])[cH:29][cH:30]3)[CH2:23][CH2:24]2)[CH2:8][CH2:9][c:10]2[cH:11][cH:12][cH:13][cH:14][c:15]21. The reactants are [Si](C)(C)(C(C)(C)C)OCC(CC1=C(C=2CCCCC2C=C1)O)O ((±)-2-(3-{[tert-butyl(dimethyl)silyl]oxy}-2-hydroxypropyl)-5,6,7,8-tetrahydronaphthalen-1-ol), Intermediate 5, C1(=CC=CC=C1)P(C1=CC=CC=C1)C1=CC=CC=C1 (triphenylphosphine), CCOC(=O)/N=N/C(=O)OCC (diethylazodicarboxylate). Yields the product C(C)(C)(C)[Si](C)(C)OCC1CC2=C(O1)C=1CCCCC1C=C2 ((±)-tert-butyl(2,3,6,7,8,9-hexahydronaphtho[1,2-b]furan-2-ylmethoxy)dimethylsilane). Isolated yield 80.9%. RXN SMILES: [Si:1]([O:8][CH2:9][CH:10]([OH:23])[CH2:11][C:12]1[CH:21]=[CH:20][C:19]2[CH2:18][CH2:17][CH2:16][CH2:15][C:14]=2[C:13]=1O)([C:4]([CH3:7])([CH3:6])[CH3:5])([CH3:3])[CH3:2].C1(P(C2C=CC=CC=2)C2C=CC=CC=2)C=CC=CC=1.CCOC(/N=N/C(OCC)=O)=O>>[C:4]([Si:1]([O:8][CH2:9][CH:10]1[O:23][C:13]2[C:14]3[CH2:15][CH2:16][CH2:17][CH2:18][C:19]=3[CH:20]=[CH:21][C:12]=2[CH2:11]1)([CH3:3])[CH3:2])([CH3:5])([CH3:6])[CH3:7]. Reported procedure: Treatment of (±)-2-(3-{[tert-butyl(dimethyl)silyl]oxy}-2-hydroxypropyl)-5,6,7,8-tetrahydronaphthalen-1-ol (5.75 g, 0.017 mol) with triphenylphosphine (4.71 g, 0.018 mol) and diethylazodicarboxylate (3.12 g, 0.018 mol) generally according to the procedure described for Intermediate 5 provided 4.38 g (80%) of (±)-tert-butyl(2,3,6,7,8,9-hexahydronaphtho[1,2-b]furan-2-ylmethoxy)dimethylsilane as a colorless oil. Rf=0.71 (silica, ethyl acetate:hexanes 1:5); Anal. calcd. for C19H30O2Si: C, 71.64; H, 9... The reactants are FC=1C=C2C(CCOC2=CC1)C(=O)OC (methyl 6-fluorochromane-4-carboxylate), [H-].[Na+] (sodium hydride), [Cl-].[NH4+] (ammonium chloride), C(C=C)Br (allyl bromide). Solvent: CN(C=O)C (N,N-dimethylformamide), CN(C=O)C (N,N-dimethylformamide). Reaction conditions: temperature 0 celsius, time 1 hour. The product is FC=1C=CC2=C(C(CCO2)(C(=O)OC)CC=C)C1 (Methyl 2,3-dihydro-6-fluoro-4-(2-propenyl)-4H-1-benzopyran-4-carboxylate). RXN SMILES: [F:1][C:2]1[CH:3]=[C:4]2[C:9](=[CH:10][CH:11]=1)[O:8][CH2:7][CH2:6][CH:5]2[C:12]([O:14][CH3:15])=[O:13].[H-].[Na+].[CH2:18](Br)[CH:19]=[CH2:20].[Cl-].[NH4+]>CN(C)C=O>[F:1][C:2]1[CH:11]=[CH:10][C:9]2[O:8][CH2:7][CH2:6][C:5]([CH2:20][CH:19]=[CH2:18])([C:12]([O:14][CH3:15])=[O:13])[C:4]=2[CH:3]=1 |f:1.2,4.5|. Procedure details: A solution of methyl 6-fluorochromane-4-carboxylate (2.1 g) in anhydrous N,N-dimethylformamide was added to a suspension of sodium hydride (265 mg) in anhydrous N,N-dimethylformamide under nitrogen. After gas evolution ceased, the mixture was cooled to 0° C., and neat allyl bromide (0.95 mL) was added. After 1 hour, 20 mL of an aqueous saturated ammonium chloride solution was added, and the mixture extracted with ethyl acetate, the extracts washed with water, brine, dried over anhydrous sodium s...